This data is from the Open Reaction Database (ORD), a public repository of structured organic reaction records. The task is: describe an organic reaction: reactants, conditions, products, and yield Starting materials: CCOC(=O)C(C)(C)Oc1ccc(Br)cc1C1CC(=O)NC(c2cc(Cl)ccc2C)C12C(=O)Nc1cc(Cl)ccc12, C1CCOC1, [Na+], [OH-], O. Yields the product Cc1ccc(Cl)cc1C1NC(=O)CC(c2cc(Br)ccc2OC(C)(C)C(=O)O)C12C(=O)Nc1cc(Cl)ccc12. Reaction SMILES: [Br:1][c:2]1[cH:3][cH:4][c:5]([O:33][C:34]([CH3:35])([CH3:36])[C:37](=[O:38])[O:39][CH2:40][CH3:41])[c:6]([CH:8]2[CH2:9][C:10](=[O:32])[NH:11][CH:12]([c:24]3[c:25]([CH3:31])[cH:26][cH:27][c:28]([Cl:30])[cH:29]3)[C:13]23[C:14](=[O:23])[NH:15][c:16]2[cH:17][c:18]([Cl:22])[cH:19][cH:20][c:21]23)[cH:7]1.[CH2:45]1[O:46][CH2:47][CH2:48][CH2:49]1.[Na+:43].[OH-:42].[OH2:44]>>[Br:1][c:2]1[cH:3][cH:4][c:5]([O:33][C:34]([CH3:35])([CH3:36])[C:37](=[O:38])[OH:39])[c:6]([CH:8]2[CH2:9][C:10](=[O:32])[NH:11][CH:12]([c:24]3[c:25]([CH3:31])[cH:26][cH:27][c:28]([Cl:30])[cH:29]3)[C:13]23[C:14](=[O:23])[NH:15][c:16]2[cH:17][c:18]([Cl:22])[cH:19][cH:20][c:21]23)[cH:7]1. Starting materials: CC(=O)OC(C)=O, C1CCOC1, O=COC=O, O=CO, Nc1ccc(Br)cc1C=O. The product is O=CNc1ccc(Br)cc1C=O. RXN SMILES: [C:1]([O:2][C:4](=[O:5])[CH3:6])(=[O:3])[CH3:7].[CH2:26]1[O:27][CH2:28][CH2:29][CH2:30]1.[CH:21]([O:22][CH:23]=[O:24])=[O:25].[CH:8]([OH:9])=[O:10].[NH2:11][c:12]1[c:13]([CH:14]=[O:15])[cH:16][c:17]([Br:20])[cH:18][cH:19]1>>[CH:1](=[O:3])[NH:11][c:12]1[c:13]([CH:14]=[O:15])[cH:16][c:17]([Br:20])[cH:18][cH:19]1. Reactants: BrC1=NC(=CC=C1OC)[N+](=O)[O-] (2-bromo-3-methoxy-6-nitropyridine), NC1=NC(=C(C=C1Br)OC)Br (2-amino-6-bromo-5-methoxybromo-pyridine), BrC1=NC=CC=C1O (2-bromopyridin-3-ol). Solvent: C(C)O (ethanol). Product: BrC1=NC(=C(C=C1)OC)[N+](=O)[O-] (2-bromo-6-nitro-5-methoxypyridine), material. Reaction SMILES: NC1C(Br)=C[C:5]([O:9]C)=C(Br)N=1.BrC1C(O)=CC=CN=1.[Br:20][C:21]1[C:26](OC)=[CH:25][CH:24]=[C:23]([N+:29]([O-:31])=[O:30])[N:22]=1>C(O)C>[Br:20][C:21]1[CH:26]=[CH:25][C:24]([O:9][CH3:5])=[C:23]([N+:29]([O-:31])=[O:30])[N:22]=1. Procedure details: Starting material -2-amino-6-bromo-5-methoxybromo-pyridine, was prepared in following manner: 2-bromopyridin-3-ol (Aldrich) was converted to 2-bromo-3-methoxy-6-nitropyridine as described in J. Med. Chem. 1981, 24, 39-42. Hydrogenation of 2-bromo-6-nitro-5-methoxypyridine in ethanol (Pt on C, 1 atm) gave the starting material as a reddish oil. This product was then condensed with cis/trans mixture of 2-(2-chloro-3-ethoxy-6-fluorophenyl)cyclopropyliso-cyanates, described in Example 53, in a manne... The reactants are CCc1sc(C(=O)OC)cc1-c1c(Br)cnn1C, O=C([O-])[O-], C1COCCO1, [K+], [K+], O. Yields the product C=Cc1cnn(C)c1-c1cc(C(=O)OC)sc1CC. As a reaction SMILES: [Br:1][c:2]1[cH:3][n:4][n:5]([CH3:18])[c:6]1-[c:7]1[cH:8][c:9]([C:14](=[O:15])[O:16][CH3:17])[s:10][c:11]1[CH2:12][CH3:13].[C:19](=[O:20])([O-:21])[O-:22].[CH2:25]1[CH2:26][O:30][CH2:29][CH2:28][O:27]1.[K+:23].[K+:24].[OH2:31]>>[c:2]1([CH:25]=[CH2:26])[cH:3][n:4][n:5]([CH3:18])[c:6]1-[c:7]1[cH:8][c:9]([C:14](=[O:15])[O:16][CH3:17])[s:10][c:11]1[CH2:12][CH3:13]. Starting materials: C(=O)C1=NN=C(C2=C(C1)C=C1C(=C2)OCO1)C1=CC=C(C=C1)[N+](=O)[O-] (8-formyl-5-(4-nitrophenyl)-9H-1,3-dioxolo[4,5-h][2,3]benzodiazepine), O (water), B(=O)[O-].[Na+] (sodium boranate). Solvent: C1CCOC1 (THF). Run at temperature 20 celsius. The product is OCC1=NN=C(C2=C(C1)C=C1C(=C2)OCO1)C1=CC=C(C=C1)[N+](=O)[O-] (8-Hydroxymethyl-5-(4-nitrophenyl)-9H-1,3-dioxolo[4,5-h][2,3]benzodiazepine). Isolated yield 78.4%. RXN SMILES: [CH:1]([C:3]1[CH2:9][C:8]2[CH:10]=[C:11]3[O:16][CH2:15][O:14][C:12]3=[CH:13][C:7]=2[C:6]([C:17]2[CH:22]=[CH:21][C:20]([N+:23]([O-:25])=[O:24])=[CH:19][CH:18]=2)=[N:5][N:4]=1)=[O:2].O.B([O-])=O.[Na+]>C1COCC1>[OH:2][CH2:1][C:3]1[CH2:9][C:8]2[CH:10]=[C:11]3[O:16][CH2:15][O:14][C:12]3=[CH:13][C:7]=2[C:6]([C:17]2[CH:22]=[CH:21][C:20]([N+:23]([O-:25])=[O:24])=[CH:19][CH:18]=2)=[N:5][N:4]=1 |f:2.3|. Procedure: 2.5 g (7.41 mmol) of 8-formyl-5-(4-nitrophenyl)-9H-1,3-dioxolo[4,5-h][2,3]benzodiazepine (I, stage A) is suspended in THF:water=1:1 and mixed with 0.14 g (3.7 mmol) of sodium boranate while being stirred and cooled to 20° C. After 45 minutes of stirring, it is filtered and the crude product is precipitated from the filtrate with 130 ml of water. 2.35 g, which is recrystallized from a mixture of 6.3 ml of dimethylformamide and 1.3 ml of water, is obtained. 1.97 g (78%) of the title compound with ... Reactants: α,α-dichloromethyl-methyl ether, CCOC(=O)C (EtOAc), solution, CC1=C(C=C2CCC3(CCC3)OC2=C1C)O (7,8-dimethyl-3,4-dihydrospiro[chromene-2,1′-cyclobutan]-6-ol). The reagents and catalysts are [Ti](Cl)(Cl)(Cl)Cl (titanium tetrachloride). Run in C(#N)C(=C1C=C(OC(=C1)C=CC1=CC=C(C=C1)N(C)C)C)C#N (4-(dicyanomethylene)-2-methyl-6-(4-dimethylaminostyryl)-4H-pyran). Conditions: temperature 0 celsius, time 10 minute. Yields the product OC1=C(C=2CCC3(CCC3)OC2C(=C1C)C)C=O (6-hydroxy-7,8-dimethyl-3,4-dihydrospiro[chromene-2,1′-cyclobutane]-5-carbaldehyde). As a reaction SMILES: [CH3:1][C:2]1[C:14]([CH3:15])=[C:13]2[C:5]([CH2:6][CH2:7][C:8]3([O:12]2)[CH2:11][CH2:10][CH2:9]3)=[CH:4][C:3]=1[OH:16].C[CH2:18][O:19]C(C)=O>C(C(C#N)=C1C=C(C=CC2C=CC(N(C)C)=CC=2)OC(C)=C1)#N.[Ti](Cl)(Cl)(Cl)Cl>[OH:16][C:3]1[C:2]([CH3:1])=[C:14]([CH3:15])[C:13]2[O:12][C:8]3([CH2:9][CH2:10][CH2:11]3)[CH2:7][CH2:6][C:5]=2[C:4]=1[CH:18]=[O:19]. Procedure details: 0.3 g of a solution of 7,8-dimethyl-3,4-dihydrospiro[chromene-2,1′-cyclobutan]-6-ol (prepared as described herein) was dissolved in 20 mL of 4-(dicyanomethylene)-2-methyl-6-(4-dimethylaminostyryl)-4H-pyran (DCM). The solution was flushed with Argon then cooled to 0° C. in an ice bath. 0.151 mL (1.4 mmol) of titanium tetrachloride was added followed by 0.149 mL (1.7 mmol, 1.2 eq) of α,α-dichloromethyl-methyl ether. The solution was stirred at 0° C. for 10 min, warmed to room temperature, and stir...